From a dataset of the Open Reaction Database (ORD), a public repository of structured organic reaction records. describe an organic reaction: reactants, conditions, products, and yield The reactants are CC(c1cccc(C(=O)c2ccccc2)c1)c1nc(N(C)C)no1, CCO, Cl, NO, [Na+], [OH-], O. The product is CC(c1cccc(C(=NO)c2ccccc2)c1)c1nc(N(C)C)no1. Reaction SMILES: [CH3:1][N:2]([c:3]1[n:4][o:5][c:6]([CH:8]([CH3:9])[c:10]2[cH:11][c:12]([C:16]([c:17]3[cH:18][cH:19][cH:20][cH:21][cH:22]3)=[O:23])[cH:13][cH:14][cH:15]2)[n:7]1)[CH3:24].[CH3:30][CH2:31][OH:32].[ClH:25].[NH2:26][OH:27].[Na+:29].[OH-:28].[OH2:33]>>[CH3:1][N:2]([c:3]1[n:4][o:5][c:6]([CH:8]([CH3:9])[c:10]2[cH:11][c:12]([C:16]([c:17]3[cH:18][cH:19][cH:20][cH:21][cH:22]3)=[N:26][OH:27])[cH:13][cH:14][cH:15]2)[n:7]1)[CH3:24]. Reactants: CS(=O)(=O)c1cccc(Br)c1, CCCO, Cc1ccccc1, [Na+], O=C([O-])O, O=C(C=Cc1ccccc1)C=Cc1ccccc1, O=C(C=Cc1ccccc1)C=Cc1ccccc1, O=C(C=Cc1ccccc1)C=Cc1ccccc1, O, OCc1ccc(B(O)O)cc1, [Pd], [Pd], c1ccc(P(c2ccccc2)c2ccccc2)cc1. Product: CS(=O)(=O)c1cccc(-c2ccc(CO)cc2)c1. RXN SMILES: [Br:1][c:2]1[cH:3][c:4]([S:8](=[O:9])(=[O:10])[CH3:11])[cH:5][cH:6][cH:7]1.[CH2:111]([OH:112])[CH2:113][CH3:114].[CH3:47][c:48]1[cH:49][cH:50][cH:51][cH:52][cH:53]1.[Na+:46].[O-:42][C:43]([OH:44])=[O:45].[O:56]=[C:57]([CH:58]=[CH:59][c:60]1[cH:61][cH:62][cH:63][cH:64][cH:65]1)[CH:66]=[CH:67][c:68]1[cH:69][cH:70][cH:71][cH:72][cH:73]1.[O:74]=[C:75]([CH:76]=[CH:77][c:78]1[cH:79][cH:80][cH:81][cH:82][cH:83]1)[CH:84]=[CH:85][c:86]1[cH:87][cH:88][cH:89][cH:90][cH:91]1.[O:92]=[C:93]([CH:94]=[CH:95][c:96]1[cH:97][cH:98][cH:99][cH:100][cH:101]1)[CH:102]=[CH:103][c:104]1[cH:105][cH:106][cH:107][cH:108][cH:109]1.[OH2:110].[OH:12][CH2:13][c:14]1[cH:15][cH:16][c:17]([B:20]([OH:21])[OH:22])[cH:18][cH:19]1.[Pd:54].[Pd:55].[c:23]1([P:24]([c:25]2[cH:26][cH:27][cH:28][cH:29][cH:30]2)[c:31]2[cH:32][cH:33][cH:34][cH:35][cH:36]2)[cH:37][cH:38][cH:39][cH:40][cH:41]1>>[c:2]1(-[c:17]2[cH:16][cH:15][c:14]([CH2:13][OH:12])[cH:19][cH:18]2)[cH:3][c:4]([S:8](=[O:9])(=[O:10])[CH3:11])[cH:5][cH:6][cH:7]1. Reactants: BrCC1=CC(=CC=2C=C(OC21)C2=CC=C(C=C2)O)O (7-Bromomethyl-2-(4-hydroxy-phenyl)-benzofuran-5-ol), [OH-].[K+] (potassium hydroxide), C(C)O (ethanol). Conditions: time 1 hour. The product is C(C)OCC1=CC(=CC=2C=C(OC21)C2=CC=C(C=C2)O)O (7-Ethoxymethyl-2-(4-hydroxy-phenyl)-benzofuran-5-ol). Isolated yield 51.0%. RXN SMILES: Br[CH2:2][C:3]1[C:11]2[O:10][C:9]([C:12]3[CH:17]=[CH:16][C:15]([OH:18])=[CH:14][CH:13]=3)=[CH:8][C:7]=2[CH:6]=[C:5]([OH:19])[CH:4]=1.[OH-].[K+].[CH2:22]([OH:24])[CH3:23]>>[CH2:22]([O:24][CH2:2][C:3]1[C:11]2[O:10][C:9]([C:12]3[CH:17]=[CH:16][C:15]([OH:18])=[CH:14][CH:13]=3)=[CH:8][C:7]=2[CH:6]=[C:5]([OH:19])[CH:4]=1)[CH3:23] |f:1.2|. Reported procedure: To a solution of benzyl bromide 4 (0.05 g, 0.159 mmole) in 5 mL ethanol was added potassium hydroxide (0.350 g, 0.627 mmole). After stirring at R.T. for 1 hour, the solvent was evaporated and the residue was poured into water and extracted with ethyl acetate. The combined organic phases were washed with saturated sodium bicarbonate, water, brine, and dried with magnesium sulfate. The organic phases were concentrated and the residue was loaded on to silica gel and chromatographed on silica gel (h...